Task: describe an organic reaction: reactants, conditions, products, and yield. Dataset: the Open Reaction Database (ORD), a public repository of structured organic reaction records Reactants: CCOC(=O)COc1ccc(Cc2c(-c3ccc(OCCN4CCCC4)cc3)sc3ccccc23)cc1, CCO, NN, O. Product: NNC(=O)COc1ccc(Cc2c(-c3ccc(OCCN4CCCC4)cc3)sc3ccccc23)cc1. As a reaction SMILES: [CH2:1]([O:3][C:4](=[O:2])[CH2:5][O:6][c:7]1[cH:8][cH:9][c:10]([CH2:11][c:12]2[c:13]3[c:14]([s:15][c:16]2-[c:17]2[cH:18][cH:19][c:20]([O:23][CH2:24][CH2:25][N:26]4[CH2:27][CH2:28][CH2:29][CH2:30]4)[cH:21][cH:22]2)[cH:31][cH:32][cH:33][cH:34]3)[cH:35][cH:36]1)[CH3:37].[CH3:41][CH2:42][OH:43].[NH2:39][NH2:40].[OH2:38]>>[O:3]=[C:4]([CH2:5][O:6][c:7]1[cH:8][cH:9][c:10]([CH2:11][c:12]2[c:13]3[c:14]([s:15][c:16]2-[c:17]2[cH:18][cH:19][c:20]([O:23][CH2:24][CH2:25][N:26]4[CH2:27][CH2:28][CH2:29][CH2:30]4)[cH:21][cH:22]2)[cH:31][cH:32][cH:33][cH:34]3)[cH:35][cH:36]1)[NH:39][NH2:40]. Starting materials: O[C@H](/C=C/[C@@H]1[C@@H](CC([C@@H]1C\C=C/CCCC(=O)O)=O)C)C(CCCC)(C)C ((8R,11R,12S,15R,5Z,13E)-15-hydroxy-11,16,16-trimethyl-9-oxoprosta-5,13-dien-1-oic acid), C(C)(=O)OC(C)=O (acetic, anhydride). Reagents/catalysts: CN(C1=CC=NC=C1)C (4-(dimethylamino)pyridine). Run in C(C)N(CC)CC (triethylamine). Conditions: time 16 hour. The product is C(C)(=O)O[C@H](/C=C/[C@@H]1[C@@H](CC([C@@H]1C\C=C/CCCC(=O)O)=O)C)C(CCCC)(C)C ((8R,11R,12S,15R,5Z,13E)-15-acetyloxy-11,16,16-trimethyl-9-oxoprosta-5,13-dien-1-oic acid). Yield: 64.6%. Reaction SMILES: [OH:1][C@@H:2]([C:21]([CH3:27])([CH3:26])[CH2:22][CH2:23][CH2:24][CH3:25])/[CH:3]=[CH:4]/[C@H:5]1[C@@H:9]([CH2:10]/[CH:11]=[CH:12]\[CH2:13][CH2:14][CH2:15][C:16]([OH:18])=[O:17])[C:8](=[O:19])[CH2:7][C@H:6]1[CH3:20].[C:28](OC(=O)C)(=[O:30])[CH3:29]>CN(C)C1C=CN=CC=1.C(N(CC)CC)C>[C:28]([O:1][C@@H:2]([C:21]([CH3:26])([CH3:27])[CH2:22][CH2:23][CH2:24][CH3:25])/[CH:3]=[CH:4]/[C@H:5]1[C@@H:9]([CH2:10]/[CH:11]=[CH:12]\[CH2:13][CH2:14][CH2:15][C:16]([OH:18])=[O:17])[C:8](=[O:19])[CH2:7][C@H:6]1[CH3:20])(=[O:30])[CH3:29]. Reported procedure: A mixture of 156 mg of (8R,11R,12S,15R,5Z,13E)-15-hydroxy-11,16,16-trimethyl-9-oxoprosta-5,13-dien-1-oic acid, 100 mg of acetic, anhydride, 21 mg of 4-(dimethylamino)pyridine, and 2 ml of triethylamine was stirred at room temperature under a positive nitrogen atmosphere. After 16 hr, the reaction mixture was partitioned between ethyl acetate-water and the organic layer separated, dried (MgSO4), and condensed by rotary evaporation. The residual material was purified by chromatography over Sephade... Starting materials: C1(C=2C(C(N1C1(CCCCC1)C(=O)Cl)=O)=CC=CC2)=O (1-phthalimidocyclohexanecarbonyl chloride), N (Ammonia). The solvent is O1CCCC1 (tetrahydrofuran). Run at temperature 5 celsius. Yields the product 259.1, C1(C=2C(C(N1C1(CCCCC1)C(=O)N)=O)=CC=CC2)=O (1-phthalimidocyclohexanecarboxamide). As a reaction SMILES: [C:1]1(=[O:20])[N:5]([C:6]2([C:12](Cl)=[O:13])[CH2:11][CH2:10][CH2:9][CH2:8][CH2:7]2)[C:4](=[O:15])[C:3]2=[CH:16][CH:17]=[CH:18][CH:19]=[C:2]12.[NH3:21]>O1CCCC1>[C:1]1(=[O:20])[N:5]([C:6]2([C:12]([NH2:21])=[O:13])[CH2:11][CH2:10][CH2:9][CH2:8][CH2:7]2)[C:4](=[O:15])[C:3]2=[CH:16][CH:17]=[CH:18][CH:19]=[C:2]12. Reported procedure: The crude 1-phthalimidocyclohexanecarbonyl chloride prepared above in Step 3 is dissolved in 3.5 l tetrahydrofuran, and the solution cooled to 5° C. Ammonia is than bubbled into the solution with stirring until infra-red analysis of the liquid phase indicates that all the acid chloride is converted to the amide. The reaction mixture is then poured into 8 l of water with stirring, the product removed by filtration, washed with water and air-dried to give 259.1 of 1-phthalimidocyclohexanecarboxami... The reactants are CS(=O)(=O)OC[C@@H]1CC[C@@H](CC1)N1N=CC(=C1)C=1C2=C(N=CN1)N(C=C2)COCC[Si](C)(C)C (cis-4-[4-(7-[2-(Trimethylsilyl)ethoxy]methyl-7H-pyrrolo[2,3-d]pyrimidin-4-yl)-1H-pyrazol-1-yl]cyclohexylmethyl methanesulfonate), NC=1NC(=NN1)S (5-amino-4H-1,2,4-triazole-3-thiol), C([O-])([O-])=O.[K+].[K+] (potassium carbonate). The solvent is CN(C)C=O (DMF). Conditions: temperature 50 celsius, time 18 hour. The product is C[Si](CCOCN1C=CC2=C1N=CN=C2C=2C=NN(C2)[C@H]2CC[C@H](CC2)CSC=2NC(=NN2)N)(C)C (5-[(cis-4-[4-(7-[2-(Trimethylsilyl)ethoxy]methyl-7H-pyrrolo[2,3-d]pyrimidin-4-yl)-1H-pyrazol-1-yl]cyclohexylmethyl)thio]-4H-1,2,4-triazol-3-amin). Reaction SMILES: CS(O[CH2:6][C@H:7]1[CH2:12][CH2:11][C@@H:10]([N:13]2[CH:17]=[C:16]([C:18]3[C:19]4[CH:26]=[CH:25][N:24]([CH2:27][O:28][CH2:29][CH2:30][Si:31]([CH3:34])([CH3:33])[CH3:32])[C:20]=4[N:21]=[CH:22][N:23]=3)[CH:15]=[N:14]2)[CH2:9][CH2:8]1)(=O)=O.[NH2:35][C:36]1[NH:37][C:38]([SH:41])=[N:39][N:40]=1.C(=O)([O-])[O-].[K+].[K+]>CN(C=O)C>[CH3:32][Si:31]([CH3:34])([CH3:33])[CH2:30][CH2:29][O:28][CH2:27][N:24]1[C:20]2[N:21]=[CH:22][N:23]=[C:18]([C:16]3[CH:15]=[N:14][N:13]([C@@H:10]4[CH2:11][CH2:12][C@H:7]([CH2:6][S:41][C:38]5[NH:37][C:36]([NH2:35])=[N:40][N:39]=5)[CH2:8][CH2:9]4)[CH:17]=3)[C:19]=2[CH:26]=[CH:25]1 |f:2.3.4|. Procedure: cis-4-[4-(7-[2-(Trimethylsilyl)ethoxy]methyl-7H-pyrrolo[2,3-d]pyrimidin-4-yl)-1H-pyrazol-1-yl]cyclohexylmethyl methanesulfonate (124.56 mg, 0.00024 mol), and 5-amino-4H-1,2,4-triazole-3-thiol (43.00 mg, 0.0003702 mol) were dissolved in DMF (1.20 mL) and potassium carbonate (0.122 g, 0.000887 mol) was added. The reaction was stirred at 50° C. for 18 h, at which time LCMS showed nearly complete reaction, and product present. The reaction was extracted with ethyl acetate and the organic extracts we... Starting materials: COC(CN1N=CC2=CC=C(C=C12)NC(CC1=CC=C(C=C1)OC1=CC=CC=C1)=O)OC (N-[1-(2,2-dimethoxyethyl)-1H-indazol-6-yl]-2-(4-phenoxyphenyl)acetamide), Cl (HCl). Run in CC(=O)C (acetone), C(C)(=O)OCC (ethyl acetate). The product is O=CCN1N=CC2=CC=C(C=C12)NC(CC1=CC=C(C=C1)OC1=CC=CC=C1)=O (N-[1-(2-oxoethyl)-1H-indazol-6-yl]-2-(4-phenoxyphenyl)acetamide). RXN SMILES: C[O:2][CH:3](OC)[CH2:4][N:5]1[C:13]2[C:8](=[CH:9][CH:10]=[C:11]([NH:14][C:15](=[O:30])[CH2:16][C:17]3[CH:22]=[CH:21][C:20]([O:23][C:24]4[CH:29]=[CH:28][CH:27]=[CH:26][CH:25]=4)=[CH:19][CH:18]=3)[CH:12]=2)[CH:7]=[N:6]1.Cl>CC(C)=O.C(OCC)(=O)C>[O:2]=[CH:3][CH2:4][N:5]1[C:13]2[C:8](=[CH:9][CH:10]=[C:11]([NH:14][C:15](=[O:30])[CH2:16][C:17]3[CH:22]=[CH:21][C:20]([O:23][C:24]4[CH:25]=[CH:26][CH:27]=[CH:28][CH:29]=4)=[CH:19][CH:18]=3)[CH:12]=2)[CH:7]=[N:6]1. Reported procedure: A mixture of N-[1-(2,2-dimethoxyethyl)-1H-indazol-6-yl]-2-(4-phenoxyphenyl)acetamide (2.0 g, 4.64 mmol) and 2N aqueous HCl (6.0 mL)in acetone (40 mL) was heated to reflux for 3 hours, cooled and diluted with ethyl acetate (300 mL). The layers were separated, and the organic was dried (Na2SO4), filtered, and concentrated under reduced pressure to provide N-[1-(2-oxoethyl)-1H-indazol-6-yl]-2-(4-phenoxyphenyl)acetamide as a beige solid. 1H NMR (300 MHz, DMSO-d6) δ ppm 3.55 (s, 2 H), 3.7 (m, 2 H), 7... Reactants: C1=CC=CC=C1 (benzene), CCC1CN2CCC1CC2[C@H](C=3C=CN=C4C3C=C(C=C4)OC)O (dihydroquinidine). Solvent: CO (methanol). Yields the product 550, CC[C@H]1CN2CC[C@H]1C[C@H]2[C@@H](C3=C4C=C(C=CC4=NC=C3)OC)O (dihydroquinine). RXN SMILES: C1C=CC=CC=1.[CH3:7][CH2:8][CH:9]1[CH:14]2[CH2:15][CH:16]([C@@H:17]([OH:30])[C:18]3[CH:19]=[CH:20][N:21]=[C:22]4[CH:27]=[CH:26][C:25]([O:28][CH3:29])=[CH:24][C:23]=34)[N:11]([CH2:12][CH2:13]2)[CH2:10]1>CO>[CH3:7][CH2:8][C@@H:9]1[C@@H:14]2[CH2:15][C@@H:16]([C@H:17]([OH:30])[C:18]3[CH:19]=[CH:20][N:21]=[C:22]4[C:23]=3[CH:24]=[C:25]([O:28][CH3:29])[CH:26]=[CH:27]4)[N:11]([CH2:12][CH2:13]2)[CH2:10]1. Reported procedure: A solution containing 1.25 g. of dihydroquinidinone in 50 ml. of benzene containing 0.5 ml. of methanol was maintained at 20° for 21/2 days under nitrogen. The solution was evaporated to complete dryness under vacuum, and the residue was redissolved in benzene and again evaporated to dryness. The resulting oily residue was dissolved in 50 ml. of dry benzene, and 3 ml. of a 25% solution of di-isobutyl aluminum hydride in toluene were added dropwise with stirring under an atomsphere of dry nitroge... Starting materials: BrCc1ccc(-c2nnn(C(c3ccccc3)(c3ccccc3)c3ccccc3)n2)cc1, C1CCOC1, [Na+], [OH-]. Yields the product OCc1ccc(-c2nnn(C(c3ccccc3)(c3ccccc3)c3ccccc3)n2)cc1. RXN SMILES: [Br:1][CH2:2][c:3]1[cH:4][cH:5][c:6](-[c:9]2[n:10][n:11][n:12]([C:14]([c:15]3[cH:16][cH:17][cH:18][cH:19][cH:20]3)([c:21]3[cH:22][cH:23][cH:24][cH:25][cH:26]3)[c:27]3[cH:28][cH:29][cH:30][cH:31][cH:32]3)[n:13]2)[cH:7][cH:8]1.[CH2:35]1[O:36][CH2:37][CH2:38][CH2:39]1.[Na+:34].[OH-:33]>>[CH2:2]([c:3]1[cH:4][cH:5][c:6](-[c:9]2[n:10][n:11][n:12]([C:14]([c:15]3[cH:16][cH:17][cH:18][cH:19][cH:20]3)([c:21]3[cH:22][cH:23][cH:24][cH:25][cH:26]3)[c:27]3[cH:28][cH:29][cH:30][cH:31][cH:32]3)[n:13]2)[cH:7][cH:8]1)[OH:33]. The reactants are CCCCCCCc1ccc(-c2ccc(C(=O)O)cc2)cc1, ClCCl, C=CC(=O)c1ccc(O)cc1, C(=NC1CCCCC1)=NC1CCCCC1. The product is C=CC(=O)c1ccc(OC(=O)c2ccc(-c3ccc(CCCCCCC)cc3)cc2)cc1. As a reaction SMILES: [CH2:12]([CH2:13][CH2:14][CH2:15][CH2:16][CH2:17][CH3:18])[c:19]1[cH:20][cH:21][c:22](-[c:25]2[cH:26][cH:27][c:28]([C:31](=[O:32])[OH:33])[cH:29][cH:30]2)[cH:23][cH:24]1.[CH2:49]([Cl:50])[Cl:51].[CH:1](=[CH2:2])[C:3](=[O:4])[c:5]1[cH:6][cH:7][c:8]([OH:11])[cH:9][cH:10]1.[CH:34]1([N:35]=[C:36]=[N:37][CH:38]2[CH2:39][CH2:40][CH2:41][CH2:42][CH2:43]2)[CH2:44][CH2:45][CH2:46][CH2:47][CH2:48]1>>[CH:1](=[CH2:2])[C:3](=[O:4])[c:5]1[cH:6][cH:7][c:8]([O:11][C:31]([c:28]2[cH:27][cH:26][c:25](-[c:22]3[cH:21][cH:20][c:19]([CH2:12][CH2:13][CH2:14][CH2:15][CH2:16][CH2:17][CH3:18])[cH:24][cH:23]3)[cH:30][cH:29]2)=[O:32])[cH:9][cH:10]1. Starting materials: COC(C(C1=NC=CC=C1)NC([C@H](C)NC(=O)OC(C)(C)C)=O)=O (((S)-2-tert-Butoxycarbonylamino-propionylamino)-pyridin-2-yl-acetic acid methyl ester), [Li+].[BH4-] (LiBH4). Solvent: C1CCOC1 (THF). Run at time 16 hour. The product is C(C)(C)(C)OC(N[C@@H](C)C(NC(CO)C1=NC=CC=C1)=O)=O ([(S)-1-(2-Hydroxy-1-pyridin-2-yl-ethylcarbamoyl)-ethyl]-carbamic acid tert-butyl ester). The yield is 75.0%. Reaction SMILES: C[O:2][C:3](=O)[CH:4]([NH:11][C:12](=[O:23])[C@@H:13]([NH:15][C:16]([O:18][C:19]([CH3:22])([CH3:21])[CH3:20])=[O:17])[CH3:14])[C:5]1[CH:10]=[CH:9][CH:8]=[CH:7][N:6]=1.[Li+].[BH4-]>C1COCC1>[C:19]([O:18][C:16](=[O:17])[NH:15][C@H:13]([C:12](=[O:23])[NH:11][CH:4]([C:5]1[CH:10]=[CH:9][CH:8]=[CH:7][N:6]=1)[CH2:3][OH:2])[CH3:14])([CH3:20])([CH3:21])[CH3:22] |f:1.2|. Procedure details: To a suspension of ((S)-2-tert-Butoxycarbonylamino-propionylamino)-pyridin-2-yl-acetic acid methyl ester (1.12 g, 3.32 mmol) in 15 mL of THF was added LiBH4 (2 M in THF, 1.66 mL, 3.32 mmol) drop wise and the reaction was stirred at room temperature for 16 h. The reaction was carefully quenched by water, neutralized with 0.1 N HCl aq., extracted with EtOAc, washed with aq. NaHCO3 and Brine. Dried over Na2SO4, filtered and concentrated in vacuo to afford [(S)-1-(2-Hydroxy-1-pyridin-2-yl-ethylcarba...